describe an organic reaction: reactants, conditions, products, and yield From a dataset of the Open Reaction Database (ORD), a public repository of structured organic reaction records. Reactants: N12CCCCCC2=NCCC1 (1,8-diazabicyclo[5.4.0]undec-7-ene), C(C)N1C=C(C(C2=CC(=C(N=C12)Cl)F)=O)C(=O)O (1-ethyl-6-fluoro-7-chloro-4-oxo-1,4-dihydro-1,8-naphthyridine-3-carboxylic acid), Cl.Cl.CN1CC2(CC1)CNCC2 (2-methyl-2,7-diazaspiro[4.4]nonane dihydrochloride). The solvent is C(C)#N (acetonitrile). Conditions: time 23 hour. Product: C(C)N1C=C(C(C2=CC(=C(N=C12)N1CC2(CC1)CN(CC2)C)F)=O)C(=O)O (1-Ethyl-6-fluoro-1,4-dihydro-7-(7-methyl-2,7-diazaspiro[4.4]non-2-yl)-4-oxo-1,8-naphthyridine-3-carboxylic acid). Yield: 53.3%. As a reaction SMILES: Cl.Cl.[CH3:3][N:4]1[CH2:8][CH2:7][C:6]2([CH2:12][CH2:11][NH:10][CH2:9]2)[CH2:5]1.N12CCCN=C1CCCCC2.[CH2:24]([N:26]1[C:35]2[C:30](=[CH:31][C:32]([F:37])=[C:33](Cl)[N:34]=2)[C:29](=[O:38])[C:28]([C:39]([OH:41])=[O:40])=[CH:27]1)[CH3:25]>C(#N)C>[CH2:24]([N:26]1[C:35]2[C:30](=[CH:31][C:32]([F:37])=[C:33]([N:10]3[CH2:11][CH2:12][C:6]4([CH2:7][CH2:8][N:4]([CH3:3])[CH2:5]4)[CH2:9]3)[N:34]=2)[C:29](=[O:38])[C:28]([C:39]([OH:41])=[O:40])=[CH:27]1)[CH3:25] |f:0.1.2|. Reported procedure: A stirred suspension of 4.40 g (20.7 mmol) of 2-methyl-2,7-diazaspiro[4.4]nonane dihydrochloride in 200 ml acetonitrile was treated with 9.42 g (62 mmol) 1,8-diazabicyclo[5.4.0]undec-7-ene and 5.42 g (20 mmol) 1-ethyl-6-fluoro-7-chloro-4-oxo-1,4-dihydro-1,8-naphthyridine-3-carboxylic acid was added. After stirring 23 hours at room temperature the precipitated product was filtered, washed with acetonitrile and ether, and recrystallized from ethanol to afford 3.99 g of the title compound, mp 252°-... Starting materials: O=C([O-])[O-], CC(=O)O, [K+], [K+], [K+], COC(=O)c1ccc(N)c2c1OCCO2, O=[N+]([O-])[O-], O, O=S(=O)(O)O. The product is COC(=O)c1cc([N+](=O)[O-])c(N)c2c1OCCO2. RXN SMILES: [C:26](=[O:27])([O-:28])[O-:29].[CH3:33][C:34](=[O:35])[OH:36].[K+:21].[K+:30].[K+:31].[NH2:6][c:7]1[cH:8][cH:9][c:10]([C:17](=[O:18])[O:19][CH3:20])[c:11]2[c:12]1[O:13][CH2:14][CH2:15][O:16]2.[O-:22][N+:23]([O-:24])=[O:25].[OH2:32].[S:1](=[O:2])(=[O:3])([OH:4])[OH:5]>>[NH2:6][c:7]1[c:8]([N+:23](=[O:22])[O-:24])[cH:9][c:10]([C:17](=[O:18])[O:19][CH3:20])[c:11]2[c:12]1[O:13][CH2:14][CH2:15][O:16]2. Reactants: CCOC(C)=O, C=O, CCCCCC, C=C1CC2C(CCC3(C)C2CCC3(C)O)C2(C)CCC(=O)C=C12, OCCN(CCO)CCO, Sc1ccccc1. Product: C=C1CC2C(CCC3(C)C2CCC3(C)O)C2(C)CCC(=O)C(CSc3ccccc3)=C12. Reaction SMILES: [C:33]([O:34][CH2:35][CH3:36])(=[O:37])[CH3:38].[CH2:31]=[O:32].[CH3:39][CH2:40][CH2:41][CH2:42][CH2:43][CH3:44].[OH:1][C:2]1([CH3:23])[C:3]2([CH3:4])[CH:5]([CH2:6][CH2:7]1)[CH:8]1[CH2:9][C:10](=[CH2:22])[C:11]3=[CH:12][C:13](=[O:21])[CH2:14][CH2:15][C:16]3([CH3:17])[CH:18]1[CH2:19][CH2:20]2.[OH:45][CH2:46][CH2:47][N:48]([CH2:49][CH2:50][OH:51])[CH2:52][CH2:53][OH:54].[SH:24][c:25]1[cH:26][cH:27][cH:28][cH:29][cH:30]1>>[OH:1][C:2]1([CH3:23])[C:3]2([CH3:4])[CH:5]([CH2:6][CH2:7]1)[CH:8]1[CH2:9][C:10](=[CH2:22])[C:11]3=[C:12]([CH2:33][S:24][c:25]4[cH:26][cH:27][cH:28][cH:29][cH:30]4)[C:13](=[O:21])[CH2:14][CH2:15][C:16]3([CH3:17])[CH:18]1[CH2:19][CH2:20]2.